describe an organic reaction: reactants, conditions, products, and yield From a dataset of the Open Reaction Database (ORD), a public repository of structured organic reaction records. Reactants: C(CCC)[Li] (n-butyllithium), CN(C=O)C (N, N-dimethylformamide), CC1(NC(CCC1)(C)C)C (2,2,6,6-tetramethylpiperidine), C(C)(C)(C)OC1=NC=CN=C1 (2-tert-butoxypyrazine). Run in O (water), C(C)(=O)OCC (ethyl acetate), O1CCCC1 (tetrahydrofuran), O1CCCC1 (tetrahydrofuran). Conditions: temperature -50 celsius, time 25 minute. Yields the product C(C)(C)(C)OC=1C(=NC=CN1)C=O (3-tert-Butoxypyrazine-2-carboxaldehyde). Yield: 45.0%. RXN SMILES: CC1(C)CCCC(C)(C)N1.C([Li])CCC.[C:16]([O:20][C:21]1[CH:26]=[N:25][CH:24]=[CH:23][N:22]=1)([CH3:19])([CH3:18])[CH3:17].CN(C)[CH:29]=[O:30]>O1CCCC1.C(OCC)(=O)C.O>[C:16]([O:20][C:21]1[C:26]([CH:29]=[O:30])=[N:25][CH:24]=[CH:23][N:22]=1)([CH3:19])([CH3:17])[CH3:18]. Reported procedure: After dissolving 2.50 ml of 2,2,6,6-tetramethylpiperidine in 40 ml of tetrahydrofuran, the solution was cooled to −50° C. Next, 5.25 ml of n-butyllithium (2.6 M, n-hexane solution) was added dropwise thereto under a nitrogen atmosphere. The mixture was stirred for 25 minutes, cooled on ice, and stirred for an additional 35 minutes. It was then cooled to −78° C., and a solution of 1.89 g of 2-tert-butoxypyrazine [CAS No. 70090-30-1] in tetrahydrofuran (5 ml) was added dropwise. After stirring the... Reactants: C1C=CC2C1C3CC2C=C3 (dicyclopentadiene), C(C(=C)C)(=O)OC(CCCCCCC)CC (deca-8-yl methacrylate), C(C=C)(=O)OC(CCCCCCC)CC (deca-8-yl acrylate), acrylic acid ester, [H][H] (hydrogen), ( I ). Run in O (H2O). Yields the product C1C=CC2C1C3CC2C(C3)O (dicyclopentenyl alcohol). Reaction SMILES: [H][H].C([O:8][CH:9]([CH2:17][CH3:18])[CH2:10][CH2:11][CH2:12][CH2:13][CH2:14][CH2:15][CH3:16])(=O)C(C)=C.C(OC(CC)CCCCCCC)(=O)C=C.C1C2C3C=CC(C2C=C1)C3>O>[CH2:13]1[CH:12]2[CH:11]3[CH2:10][CH:9]([OH:8])[CH:17]([CH:16]2[CH:15]=[CH:14]1)[CH2:18]3. Procedure: The compound of the formula: ##STR3## wherein Rl is hydrogen or a methyl group, that is, tricyclo-[5.2.1.02,6 ]deca-8-yl methacrylate or tricyclo[5.2.1.02,6 ]-deca-8-yl acrylate, can be prepared by a conventional process for synthesizing a methacrylic or acrylic acid ester. For example, the compound of the formula (I) can be prepared by adding H2O to dicyclopentadiene to give dicyclopentenyl alcohol, which is changed to tricyclo-[5.2.1.02,6 ]deca-8-ol by catalytic hydrogenation reaction, followe... Starting materials: [N+](=O)(O)[O-] (nitric acid), FC1=C(C=O)C(=CC=C1)F (2,6-difluorobenzaldehyde). Solvent: S(O)(O)(=O)=O (sulfuric acid), S(O)(O)(=O)=O (sulfuric acid). Conditions: temperature 5 celsius, time 15 minute. Yields the product FC1=C(C=O)C(=CC=C1[N+](=O)[O-])F (2,6-Difluoro-3-nitro-benzaldehyde). Yield: 70.4%. Reaction SMILES: [N+:1]([O-:4])(O)=[O:2].[F:5][C:6]1[CH:13]=[CH:12][CH:11]=[C:10]([F:14])[C:7]=1[CH:8]=[O:9]>S(=O)(=O)(O)O>[F:5][C:6]1[C:13]([N+:1]([O-:4])=[O:2])=[CH:12][CH:11]=[C:10]([F:14])[C:7]=1[CH:8]=[O:9]. Procedure: To stirring 69% nitric acid (6.48 ml, 93.59 mmol) cooled to 5° C. was added concentrated sulfuric acid (4.16 ml, 78.11 mmol) dropwise, keeping the internal temperature below 8° C. After complete addition stirring was continued for 15 minutes. This mixture was added to a solution of 2,6-difluorobenzaldehyde (10 g, 70.37 mmol) in concentrated sulfuric acid (50 ml) dropwise keeping the internal temperature below 10° C. After complete addition the mixture was stirred at 5° C. for 15 minutes then all... The reactants are C([O-])([O-])=O.[K+].[K+] (potassium carbonate), N1C(=S)NC(=O)C=C1 (2-thiouracil), [OH-].[Na+] (sodium hydroxide), [Cl-].ClCC1=C(C=CC=C1)[NH+](C)C ((2-chloromethylphenyl)dimethylammonium chloride). The solvent is C(Cl)(Cl)Cl (chloroform). Reaction conditions: time 30 minute. Product: CN(C1=C(CSC2=NC=CC(N2)=O)C=CC=C1)C (2-(2-dimethylaminobenzyl)thio-4(3H)-pyrimidinone). The yield is 84.2%. RXN SMILES: [NH:1]1[CH:8]=[CH:7][C:5](=[O:6])[NH:4][C:2]1=[S:3].[OH-].[Na+].[Cl-].Cl[CH2:13][C:14]1[CH:19]=[CH:18][CH:17]=[CH:16][C:15]=1[NH+:20]([CH3:22])[CH3:21].C(=O)([O-])[O-].[K+].[K+]>C(Cl)(Cl)Cl>[CH3:21][N:20]([CH3:22])[C:15]1[CH:16]=[CH:17][CH:18]=[CH:19][C:14]=1[CH2:13][S:3][C:2]1[NH:4][C:5](=[O:6])[CH:7]=[CH:8][N:1]=1 |f:1.2,3.4,5.6.7|. Reported procedure: The solution of 0.38 g (3.0 mmol) of 2-thiouracil [Am. Chem. J. 40, 550 (1908)] in 6 ml of aqueous 1N sodium hydroxide solution is added to the solution of 0.62 g (3.0 mmol) of (2-chloromethylphenyl)dimethylammonium chloride in 6 ml of chloroform at room temperature under vigorous stirring within about 30 minutes. After termination of the addition the pH value of the aqueous solution is controlled and, when necessary, it is adjusted to 9 by adding 20% potassium carbonate solution. Thereafter, th... The reactants are Cc1ccc(C(=O)O)cc1F, O=C1CCC(=O)N1I, O, O=S(=O)(O)C(F)(F)F. Yields the product Cc1c(F)cc(C(=O)O)cc1I. RXN SMILES: [F:1][c:2]1[cH:3][c:4]([C:5](=[O:6])[OH:7])[cH:8][cH:9][c:10]1[CH3:11].[I:12][N:13]1[C:14](=[O:15])[CH2:16][CH2:17][C:18]1=[O:19].[OH2:20].[OH:21][S:22]([C:23]([F:24])([F:25])[F:26])(=[O:27])=[O:28]>>[F:1][c:2]1[cH:3][c:4]([C:5](=[O:6])[OH:7])[cH:8][c:9]([I:12])[c:10]1[CH3:11]. Reactants: C(C)OC(NS(=O)(=O)C1=CC2=C(CCN(CC2)C(N(C)C)=O)C=C1)=O ([(3-dimethylcarbamoyl-2,3,4,5-tetrahydro-1H-3-benzazepin-7-yl)sulfonyl]carbamic acid ethyl ester), C[C@@H]1CC[C@H](CC1)N (trans-4-methylcyclohexylamine). Yields the product CN(C(=O)N1CCC2=C(CC1)C=CC(=C2)S(=O)(=O)NC(=O)N[C@@H]2CC[C@H](CC2)C)C (1-[(3-dimethylcarbamoyl-2,3,4,5-tetrahydro-1H-3-benzazepin-7-yl)sulfonyl]-3-(trans-4-methylcyclohexyl)urea). As a reaction SMILES: C([O:3][C:4](=O)[NH:5][S:6]([C:9]1[CH:24]=[CH:23][C:12]2[CH2:13][CH2:14][N:15]([C:18](=[O:22])[N:19]([CH3:21])[CH3:20])[CH2:16][CH2:17][C:11]=2[CH:10]=1)(=[O:8])=[O:7])C.[CH3:26][C@H:27]1[CH2:32][CH2:31][C@H:30]([NH2:33])[CH2:29][CH2:28]1>>[CH3:20][N:19]([CH3:21])[C:18]([N:15]1[CH2:14][CH2:13][C:12]2[CH:23]=[CH:24][C:9]([S:6]([NH:5][C:4]([NH:33][C@H:30]3[CH2:31][CH2:32][C@H:27]([CH3:26])[CH2:28][CH2:29]3)=[O:3])(=[O:8])=[O:7])=[CH:10][C:11]=2[CH2:17][CH2:16]1)=[O:22]. Reported procedure: By the reaction of [(3-dimethylcarbamoyl-2,3,4,5-tetrahydro-1H-3-benzazepin-7-yl)sulfonyl]carbamic acid ethyl ester with trans-4-methylcyclohexylamine in a manner analogous to that described in Example 12, there is obtained 1-[(3-dimethylcarbamoyl-2,3,4,5-tetrahydro-1H-3-benzazepin-7-yl)sulfonyl]-3-(trans-4-methylcyclohexyl)urea. Starting materials: C(C)(C)C=1C=C(OC2=C(C=C(C=C2C)NC#N)C)C=CC1OC (4-(3-isopropyl-4-methoxy-phenoxy)-3,5-dimethyl-phenyl-cyanamide), [Cl-].[NH4+] (ammonium chloride), [N-]=[N+]=[N-].[Na+] (Sodium azide). Run at temperature 165 celsius. Product: C(C)(C)C=1C=C(OC2=C(C=C(C=C2C)NC2=NN=NN2)C)C=CC1OC ([4-(3-Isopropyl-4-methoxy-phenoxy)-3,5-dimethyl-phenyl]-(1H-tetrazol-5-yl)-amine), CC1=C(OC2=CC(=C(C=C2)O)C(C)C)C(=CC(=C1)NC1=NN=NN1)C (4-[2,6-Dimethyl-4-(1H-tetrazol-5-ylamino)-phenoxy]-2-isopropyl-phenol). As a reaction SMILES: [CH:1]([C:4]1[CH:5]=[C:6]([CH:19]=[CH:20][C:21]=1[O:22][CH3:23])[O:7][C:8]1[C:13]([CH3:14])=[CH:12][C:11]([NH:15][C:16]#[N:17])=[CH:10][C:9]=1[CH3:18])([CH3:3])[CH3:2].[N-:24]=[N+:25]=[N-:26].[Na+].[Cl-].[NH4+]>>[CH:1]([C:4]1[CH:5]=[C:6]([CH:19]=[CH:20][C:21]=1[O:22][CH3:23])[O:7][C:8]1[C:13]([CH3:14])=[CH:12][C:11]([NH:15][C:16]2[NH:26][N:25]=[N:24][N:17]=2)=[CH:10][C:9]=1[CH3:18])([CH3:3])[CH3:2].[CH3:18][C:9]1[CH:10]=[C:11]([NH:15][C:16]2[NH:26][N:25]=[N:24][N:17]=2)[CH:12]=[C:13]([CH3:14])[C:8]=1[O:7][C:6]1[CH:19]=[CH:20][C:21]([OH:22])=[C:4]([CH:1]([CH3:3])[CH3:2])[CH:5]=1 |f:1.2,3.4|. Procedure: [4-(3-Isopropyl-4-methoxy-phenoxy)-3,5-dimethyl-phenyl]-(1H-tetrazol-5-yl)-amine was prepared from 4-(3-isopropyl-4-methoxy-phenoxy)-3,5-dimethyl-phenyl-cyanamide according to a procedure analogous to that described in EXAMPLE 1, Step C. Sodium azide (1.2 equiv) and ammonium chloride (10.0 equiv) were used, and the reaction was heated to 165° C. for 5 hours. After the reaction had been acidified, the mixture was extracted with ethyl acetate (3×10 ml). The combined organic extracts were washed wi... Procedure: Using a method analogous to that described in Example 40, 4-bromophenyl-sulfonic acid-(5-hydroxypentyl)-amide and 2-trifluoromethylphenyl boronic acid were reacted to give the title compound as a white solid. δC (DMSO, 62.9 MHz): 22.6, 28.9, 32.0, 42.7, 60.5, 121.9, 126.2, 126.5, 127.1, 128.8, 129.8, 132.0, 132.6, 139.2, 140.2 and 143.1. Reactants: OCCCCCNS(=O)(=O)C1=CC=C(C=C1)Br (4-bromophenyl-sulfonic acid-(5-hydroxypentyl)-amide), FC(C1=C(C=CC=C1)B(O)O)(F)F (2-trifluoromethylphenyl boronic acid). The product is OCCCCCNS(=O)(=O)C1=CC=C(C=C1)C1=C(C=CC=C1)C(F)(F)F (2′-Trifluoromethylbiphenyl-4-sulfonic acid-(5-hydroxypentyl)-amide). RXN SMILES: [OH:1][CH2:2][CH2:3][CH2:4][CH2:5][CH2:6][NH:7][S:8]([C:11]1[CH:16]=[CH:15][C:14](Br)=[CH:13][CH:12]=1)(=[O:10])=[O:9].[F:18][C:19]([F:30])([F:29])[C:20]1[CH:25]=[CH:24][CH:23]=[CH:22][C:21]=1B(O)O>>[OH:1][CH2:2][CH2:3][CH2:4][CH2:5][CH2:6][NH:7][S:8]([C:11]1[CH:16]=[CH:15][C:14]([C:21]2[CH:22]=[CH:23][CH:24]=[CH:25][C:20]=2[C:19]([F:30])([F:29])[F:18])=[CH:13][CH:12]=1)(=[O:10])=[O:9].